Dataset: the Open Reaction Database (ORD), a public repository of structured organic reaction records. Task: describe an organic reaction: reactants, conditions, products, and yield Starting materials: CCOC(=O)c1csc(N2CC(C(C)(C)C)C2O[SiH](c2ccccc2)c2ccccc2)n1, C[Al](C)C, CN1CCNCC1, CC(=O)O, CCOC(C)=O, Cc1ccccc1. Product: CN1CCN(C(=O)c2csc(N3CC(C(C)(C)C)C3O[SiH](c3ccccc3)c3ccccc3)n2)CC1. As a reaction SMILES: [C:1]([CH3:2])([CH3:3])([CH3:4])[CH:5]1[CH:6]([O:19][SiH:20]([c:21]2[cH:22][cH:23][cH:24][cH:25][cH:26]2)[c:27]2[cH:28][cH:29][cH:30][cH:31][cH:32]2)[N:7]([c:9]2[s:10][cH:11][c:12]([C:14](=[O:15])[O:16][CH2:17][CH3:18])[n:13]2)[CH2:8]1.[CH3:33][Al:34]([CH3:35])[CH3:36].[CH3:37][N:38]1[CH2:39][CH2:40][NH:41][CH2:42][CH2:43]1.[CH3:44][C:45](=[O:46])[OH:47].[CH3:48][CH2:49][O:50][C:51](=[O:52])[CH3:53].[CH3:54][c:55]1[cH:56][cH:57][cH:58][cH:59][cH:60]1>>[C:1]([CH3:2])([CH3:3])([CH3:4])[CH:5]1[CH:6]([O:19][SiH:20]([c:21]2[cH:22][cH:23][cH:24][cH:25][cH:26]2)[c:27]2[cH:28][cH:29][cH:30][cH:31][cH:32]2)[N:7]([c:9]2[s:10][cH:11][c:12]([C:14](=[O:15])[N:41]3[CH2:40][CH2:39][N:38]([CH3:37])[CH2:43][CH2:42]3)[n:13]2)[CH2:8]1.